Dataset: the Open Reaction Database (ORD), a public repository of structured organic reaction records. Task: describe an organic reaction: reactants, conditions, products, and yield The product is C(N)(OC[C@@H](C)C1=NC2=CC=C(C=C2C=N1)OCCCCCCC)=O ((S)-2-(6-Heptyloxyquinazolin-2-yl)propyl carbamate). Run at temperature 23 celsius, time 1 hour. Reported procedure: (S)-2-(6-Heptyloxy-quinazolin-2-yl)-propan-1-ol (13, 950 mg, 0.0031 mol) was dissolved in methylene chloride (100 mL, 2 mol), followed by trichloroacetyl isocyanate (449 μL, 0.00377 mol) dropwise at 0° C. The reaction mixture was then gradually warmed up to 23° C., and stirred for additional for 1 hour. Solvent was removed under vacuum, and the residue was redissolved in methanol (100 mL, 3 mol), followed by potassium carbonate (5000 mg, 0.03 mol) and water (20 mL, 1 mol) at 0° C. The reaction m... Reactants: C([O-])([O-])=O.[K+].[K+] (potassium carbonate), O (water), CO (methanol), C(CCCCCC)OC=1C=C2C=NC(=NC2=CC1)[C@@H](CO)C ((S)-2-(6-Heptyloxy-quinazolin-2-yl)-propan-1-ol), C(Cl)Cl (methylene chloride), ClC(C(=O)N=C=O)(Cl)Cl (trichloroacetyl isocyanate). As a reaction SMILES: [CH2:1]([O:8][C:9]1[CH:10]=[C:11]2[C:16](=[CH:17][CH:18]=1)[N:15]=[C:14]([C@H:19]([CH3:22])[CH2:20][OH:21])[N:13]=[CH:12]2)[CH2:2][CH2:3][CH2:4][CH2:5][CH2:6][CH3:7].C(Cl)Cl.ClC(Cl)(Cl)[C:28]([N:30]=C=O)=[O:29].CO.C(=O)([O-])[O-].[K+].[K+].O>>[C:28](=[O:29])([O:21][CH2:20][C@H:19]([C:14]1[N:13]=[CH:12][C:11]2[C:16](=[CH:17][CH:18]=[C:9]([O:8][CH2:1][CH2:2][CH2:3][CH2:4][CH2:5][CH2:6][CH3:7])[CH:10]=2)[N:15]=1)[CH3:22])[NH2:30] |f:4.5.6|. Reactants: Cc1ccccc1, CC(C)N=C=O, CS(=N)(=O)c1cccc([N+](=O)[O-])c1. The product is CC(C)NC(=O)N=S(C)(=O)c1cccc([N+](=O)[O-])c1. As a reaction SMILES: [CH3:20][c:21]1[cH:22][cH:23][cH:24][cH:25][cH:26]1.[CH:14]([CH3:15])([CH3:16])[N:17]=[C:18]=[O:19].[N+:1](=[O:2])([O-:3])[c:4]1[cH:5][c:6]([S:10](=[O:11])(=[NH:12])[CH3:13])[cH:7][cH:8][cH:9]1>>[N+:1](=[O:2])([O-:3])[c:4]1[cH:5][c:6]([S:10](=[O:11])(=[N:12][C:18]([NH:17][CH:14]([CH3:15])[CH3:16])=[O:19])[CH3:13])[cH:7][cH:8][cH:9]1.